Dataset: the Open Reaction Database (ORD), a public repository of structured organic reaction records. Task: describe an organic reaction: reactants, conditions, products, and yield Starting materials: NC1=C(C(=O)OC)C=C(C=C1)C(=O)C1=C(C(=C2C(=CC=CN12)OCC(=O)OC(C)(C)C)OC)C (methyl 2-amino-5-{[8-(2-tert-butoxy-2-oxoethoxy)-1-methoxy-2-methylindolizin-3-yl]carbonyl}benzoate). Run in FC(C(=O)O)(F)F (trifluoroacetic acid), ClCCl (dichloromethane), C(C)OCC (ethyl ether). Conditions: time 48 hour. The product is NC1=C(C=C(C(=O)C2=C(C(=C3C(=CC=CN23)OCC(=O)O)OC)C)C=C1)C(=O)OC (({3-[4-Amino-3-(methoxycarbonyl)benzoyl]-1-methoxy-2-methylindolizin-8-yl}oxy)acetic acid). The yield is 97.0%. RXN SMILES: [NH2:1][C:2]1[CH:11]=[CH:10][C:9]([C:12]([C:14]2[N:22]3[C:17]([C:18]([O:23][CH2:24][C:25]([O:27]C(C)(C)C)=[O:26])=[CH:19][CH:20]=[CH:21]3)=[C:16]([O:32][CH3:33])[C:15]=2[CH3:34])=[O:13])=[CH:8][C:3]=1[C:4]([O:6][CH3:7])=[O:5]>FC(F)(F)C(O)=O.ClCCl.C(OCC)C>[NH2:1][C:2]1[CH:11]=[CH:10][C:9]([C:12]([C:14]2[N:22]3[C:17]([C:18]([O:23][CH2:24][C:25]([OH:27])=[O:26])=[CH:19][CH:20]=[CH:21]3)=[C:16]([O:32][CH3:33])[C:15]=2[CH3:34])=[O:13])=[CH:8][C:3]=1[C:4]([O:6][CH3:7])=[O:5]. Reported procedure: The solution of 0.68 g (1.45 mmol) of methyl 2-amino-5-{[8-(2-tert-butoxy-2-oxoethoxy)-1-methoxy-2-methylindolizin-3-yl]carbonyl}benzoate in 4.44 ml of trifluoroacetic acid and 7 ml of dichloromethane is stirred. After stirring at ambient temperature for 48 hours, the reaction medium is concentrated to dryness and the red solid obtained is taken up in ethyl ether. The solid in suspension is filtered and is dried at 50° C. under vacuum so as to obtain 0.58 g (95%) of an orange powder.